Dataset: the Open Reaction Database (ORD), a public repository of structured organic reaction records. Task: describe an organic reaction: reactants, conditions, products, and yield The reactants are C(C1=CC=CC=C1)OCC(CBr)C (rac. 3-benzyloxy-2-methyl-1-propyl bromide), CC(C)=CCCC(C)CC=O (racemic citronellal). The product is C(C1=CC=CC=C1)OCC(CC(CC(CCC=C(C)C)C)O)C (Rac.-1-benzyloxy-2,6,10-trimethyl-9-undecen-4-ol). Reaction SMILES: [CH2:1]([O:8][CH2:9][CH:10]([CH3:13])[CH2:11]Br)[C:2]1[CH:7]=[CH:6][CH:5]=[CH:4][CH:3]=1.[CH3:14][C:15](=[CH:17][CH2:18][CH2:19][CH:20]([CH2:22][CH:23]=[O:24])[CH3:21])[CH3:16]>>[CH2:1]([O:8][CH2:9][CH:10]([CH3:13])[CH2:11][CH:23]([OH:24])[CH2:22][CH:20]([CH3:21])[CH2:19][CH2:18][CH:17]=[C:15]([CH3:14])[CH3:16])[C:2]1[CH:7]=[CH:6][CH:5]=[CH:4][CH:3]=1. Procedure details: This compound was prepared starting from the rac. 3-benzyloxy-2-methyl-1-propyl bromide and racemic citronellal using the procedure described in Example 4. Rac.-1-benzyloxy-2,6,10-trimethyl-9-undecen-4-ol was obtained as a colorless oil, b.p. 145°-150° C. (bath temperature) (0.01 mm Hg.).